From a dataset of the Open Reaction Database (ORD), a public repository of structured organic reaction records. describe an organic reaction: reactants, conditions, products, and yield The reactants are C(C(=O)Cl)(=O)Cl (Oxalyl choride), COC(C(CC1=CC=C(C=C1)Cl)NC=O)=O (3-(4-chlorophenyl)-2-formylamino-propanoic acid methyl ester), ferric chloride. Run in O (water), C(Cl)Cl (CH2Cl2). Run at time 0.5 hour. Product: ClC1=CC=C2C=C(N=CC2=C1)C(=O)O (7-Chloroisoquinoline-3-carboxylic acid). Yield: 24.9%. As a reaction SMILES: C(Cl)(=O)C(Cl)=O.C[O:8][C:9](=[O:22])[CH:10]([NH:19][CH:20]=O)[CH2:11][C:12]1[CH:17]=[CH:16][C:15]([Cl:18])=[CH:14][CH:13]=1>C(Cl)Cl.O>[Cl:18][C:15]1[CH:16]=[C:17]2[C:12]([CH:11]=[C:10]([C:9]([OH:8])=[O:22])[N:19]=[CH:20]2)=[CH:13][CH:14]=1. Reported procedure: Oxalyl choride (5.7 mL) was added dropwise to a solution of 3-(4-chlorophenyl)-2-formylamino-propanoic acid methyl ester (14.5 g, 60 mmol) in CH2Cl2 (400 mL) at room temperature. After stirring for 0.5 hour, ferric chloride (11.7 g) was added and the mixture was stirred for 48 hours. The reaction mixture was diluted with water (500 mL). The organic layer was separated, and the aqueous layer was re-extracted with CH2Cl2 (2×300 mL). The organic layers were combined, washed with brine (200 mL), dri... Reactants: C(#N)C=1C=NC2=CC(=CC(=C2C1O)OC1CCN(CC1)C)OC (3-cyano-4-hydroxy-7-methoxy-5-[(1-methylpiperidin-4-yl)oxy]quinoline), P(=O)(Cl)(Cl)Cl (phosphoryl chloride). The solvent is C(C)#N (acetonitrile). Reaction conditions: time 20 hour. The product is ClC1=C(C=NC2=CC(=CC(=C12)OC1CCN(CC1)C)OC)C#N (4-chloro-3-cyano-7-methoxy-5-[(1-methylpiperidin-4-yl)oxy]quinoline), solid. Isolated yield 68.0%. Reaction SMILES: [C:1]([C:3]1[CH:4]=[N:5][C:6]2[C:11]([C:12]=1O)=[C:10]([O:14][CH:15]1[CH2:20][CH2:19][N:18]([CH3:21])[CH2:17][CH2:16]1)[CH:9]=[C:8]([O:22][CH3:23])[CH:7]=2)#[N:2].P(Cl)(Cl)([Cl:26])=O>C(#N)C>[Cl:26][C:12]1[C:11]2[C:6](=[CH:7][C:8]([O:22][CH3:23])=[CH:9][C:10]=2[O:14][CH:15]2[CH2:20][CH2:19][N:18]([CH3:21])[CH2:17][CH2:16]2)[N:5]=[CH:4][C:3]=1[C:1]#[N:2]. Procedure: A mixture of 3-cyano-4-hydroxy-7-methoxy-5-[(1-methylpiperidin-4-yl)oxy]quinoline (313 mg) and phosphoryl chloride (1.8 ml) in acetonitrile (10 ml) was refluxed and stirred for 20 hours. After cooling, the solution was evaporated to dryness. The flask containing the residue was filled with ice chips and excess concentrated aqueous ammonia (25 ml) was added. This mixture was allowed to warm up while stirring overnight. The product was filtered off and dried under high vacuum overnight. The title ... Starting materials: C(C)(=O)OCC (Ethyl acetate), O.C([O-])(O)=O.[Na+] (sodium bicarbonate water), FCCNC(=O)N1C=CC2=CC(=CC=C12)OC1=CC(=NC=C1)NC(=O)C1CCN(CC1)C(=O)OC(C)(C)C (N1-(2-fluoroethyl)-5-[(2-{[(1-tert-butyloxycarbonyl-4-piperidyl)carbonyl]amino}-4-pyridyl)oxy]-1H-1-indolecarboxamide). The solvent is FC(C(=O)O)(F)F (trifluoroacetic acid). Conditions: time 10 minute. The product is FCCNC(=O)N1C=CC2=CC(=CC=C12)OC1=CC(=NC=C1)NC(=O)C1CCNCC1 (N1-(2-Fluoroethyl)-5-({2-[(4-piperidylcarbonyl)amino]-4-pyridyl}oxy)-1H-1-indolecarboxamide). The yield is 66.4%. RXN SMILES: [F:1][CH2:2][CH2:3][NH:4][C:5]([N:7]1[C:15]2[C:10](=[CH:11][C:12]([O:16][C:17]3[CH:22]=[CH:21][N:20]=[C:19]([NH:23][C:24]([CH:26]4[CH2:31][CH2:30][N:29](C(OC(C)(C)C)=O)[CH2:28][CH2:27]4)=[O:25])[CH:18]=3)=[CH:13][CH:14]=2)[CH:9]=[CH:8]1)=[O:6].C(OCC)(=O)C.O.C(=O)(O)[O-].[Na+]>FC(F)(F)C(O)=O>[F:1][CH2:2][CH2:3][NH:4][C:5]([N:7]1[C:15]2[C:10](=[CH:11][C:12]([O:16][C:17]3[CH:22]=[CH:21][N:20]=[C:19]([NH:23][C:24]([CH:26]4[CH2:27][CH2:28][NH:29][CH2:30][CH2:31]4)=[O:25])[CH:18]=3)=[CH:13][CH:14]=2)[CH:9]=[CH:8]1)=[O:6] |f:2.3.4|. Procedure details: After dissolving 160 mg of N1-(2-fluoroethyl)-5-[(2-{[(1-tert-butyloxycarbonyl-4-piperidyl)carbonyl]amino}-4-pyridyl)oxy]-1H-1-indolecarboxamide in 10 ml of trifluoroacetic acid, the solution was stirred at room temperature for 10 minutes. Ethyl acetate and sodium bicarbonate water were added to alkalinity for liquid separation. The ethyl acetate layer was washed once with brine and dried over magnesium sulfate. The solvent was distilled off under reduced pressure to obtain 86 mg of a colorless ... Starting materials: C(C)OC(C(C(F)(F)F)NS(=O)(=O)C1=C(C=C(C=C1C)C)C)=O (3,3,3-trifluoro-2-(2,4,6-trimethylbenzenesulfonylamino)propionic acid ethyl ester), [H-].[Al+3].[Li+].[H-].[H-].[H-] (lithium aluminum hydride). The solvent is C1CCOC1 (THF). Conditions: time 1 hour. Yields the product CC1=C(C(=CC(=C1)C)C)S(=O)(=O)NC(C(F)(F)F)CO (2,4,6-trimethyl-N-(2,2,2-trifluoro-1-hydroxymethylethyl)benzenesulfonamide). The yield is 79.2%. RXN SMILES: C([O:3][C:4](=O)[CH:5]([NH:10][S:11]([C:14]1[C:19]([CH3:20])=[CH:18][C:17]([CH3:21])=[CH:16][C:15]=1[CH3:22])(=[O:13])=[O:12])[C:6]([F:9])([F:8])[F:7])C.[H-].[Al+3].[Li+].[H-].[H-].[H-]>C1COCC1>[CH3:22][C:15]1[CH:16]=[C:17]([CH3:21])[CH:18]=[C:19]([CH3:20])[C:14]=1[S:11]([NH:10][CH:5]([CH2:4][OH:3])[C:6]([F:8])([F:9])[F:7])(=[O:12])=[O:13] |f:1.2.3.4.5.6|. Procedure details: To a solution of 1.0 g (2.8 mmol) of 3,3,3-trifluoro-2-(2,4,6-trimethylbenzenesulfonylamino)propionic acid ethyl ester in 10 mL of THF was added 255 mg (6.5 mmol) of lithium aluminum hydride. The mixture stirred for 1 hour and was then cautiously quenched with water dropwise. Magnesium sulfate was then added and the mixture was filtered through CELITE® filter aid to afford 690 mg (78%) of 2,4,6-trimethyl-N-(2,2,2-trifluoro-1-hydroxymethylethyl)benzenesulfonamide. Reactants: C(C(=O)C1=CC=CC=C1)N1N=CN=C1 (1-phenacyl-1,2,4-triazole), [Cl-].[NH4+] (ammonium chloride), Cl (hydrochloric acid), [BH4-].[Na+] (sodium borohydride), N (ammonia). The solvent is CO (methanol). The product is 27.5, C1(=CC=CC=C1)C(CN1N=CN=C1)O (1-[2-phenyl-2-hydroxyethyl]-1,2,4-triazole). RXN SMILES: [CH2:1]([N:10]1[CH:14]=[N:13][CH:12]=[N:11]1)[C:2]([C:4]1[CH:9]=[CH:8][CH:7]=[CH:6][CH:5]=1)=[O:3].[BH4-].[Na+].[Cl-].[NH4+].Cl.N>CO>[C:4]1([CH:2]([OH:3])[CH2:1][N:10]2[CH:14]=[N:13][CH:12]=[N:11]2)[CH:9]=[CH:8][CH:7]=[CH:6][CH:5]=1 |f:1.2,3.4|. Procedure details: 30 parts by weight of 1-phenacyl-1,2,4-triazole is dissolved in 300 parts by weight of methanol; at 5° to 10° C., 5 parts by weight of sodium borohydride is added in portions. After the mixture has been brought to room temperature, about 20 parts by weight of ammonium chloride is added, and the mixture is acidified with dilute hydrochloric acid, heated to boiling, made alkaline with ammonia, and evaporated. The solid residue is slurried with water. Filtration gives 27.5 parts by weight of 1-[2-p... Reactants: C[C@H]1OC2=C(C1)C(=C(C=C2N)C)C2=CC=NC=C2 ((R)-2,5-dimethyl-4-(pyridin-4-yl)-2,3-dihydrobenzofuran-7-amine), TEA. Reagents/catalysts: O=[Pt]=O (PtO2). Solvent: CC(=O)O (HOAc). Run at time 24 hour. The product is C[C@H]1OC2=C(C1)C(=C(C=C2N)C)C2CCNCC2 ((R)-2,5-dimethyl-4-(piperidin-4-yl)-2,3-dihydrobenzofuran-7-amine). Reaction SMILES: [CH3:1][C@@H:2]1[CH2:6][C:5]2[C:7]([C:13]3[CH:18]=[CH:17][N:16]=[CH:15][CH:14]=3)=[C:8]([CH3:12])[CH:9]=[C:10]([NH2:11])[C:4]=2[O:3]1>CC(O)=O.O=[Pt]=O>[CH3:1][C@@H:2]1[CH2:6][C:5]2[C:7]([CH:13]3[CH2:18][CH2:17][NH:16][CH2:15][CH2:14]3)=[C:8]([CH3:12])[CH:9]=[C:10]([NH2:11])[C:4]=2[O:3]1. Procedure details: [The mixture of (R)-2,5-dimethyl-4-(pyridin-4-yl)-2,3-dihydrobenzofuran-7-amine (3h) (0.60 g, 2.4 mmol), PtO2 (240 mg, 35%) and TEA (0.38 mL, 4.9 mmol) in HOAc (40 mL) was introduced H2 and stirred for 24 h at ambient temperature (88 psi). The mixture was filtered, concentrated, and diluted with EtOAc (50 mL). A solution of ammonium hydroxide was added until pH=10, then extracted with EtOAc (150 mL), washed with water, brine, dried and concentrated to give the title compound (3i) as a yellow oil... The reactants are FC=1C(=C(C=CC1)O)[N+](=O)[O-] (3-fluoro-2-nitrophenol), CO (methanol). Product: FC1=C(C(=CC=C1)OC)[N+](=O)[O-] (1-Fluoro-3-methoxy-2-nitrobenzene). As a reaction SMILES: [F:1][C:2]1[C:3]([N+:9]([O-:11])=[O:10])=[C:4]([OH:8])[CH:5]=[CH:6][CH:7]=1.[CH3:12]O>>[F:1][C:2]1[CH:7]=[CH:6][CH:5]=[C:4]([O:8][CH3:12])[C:3]=1[N+:9]([O-:11])=[O:10]. Reported procedure: This compound was synthesized according to the procedure of Example 76, Step 5, using 3-fluoro-2-nitrophenol [Combi-Blocks, OR-7136] and methanol as the starting materials. RXN SMILES: [F:11][C:12]([F:13])([F:14])[C:15]([O:25][c:16]1[cH:17][cH:18][c:19]([N+:22](=[O:23])[O-:24])[cH:20][cH:21]1)=[O:26].[OH:1][c:2]1[n:3][n:4][cH:5][cH:6][c:7]1[C:8](=[O:9])[OH:10].[cH:27]1[cH:28][cH:29][n:30][cH:31][cH:32]1>>[OH:1][c:2]1[n:3][n:4][cH:5][cH:6][c:7]1[C:8](=[O:9])[O:10][c:16]1[cH:17][cH:18][c:19]([N+:22](=[O:23])[O-:24])[cH:20][cH:21]1. Starting materials: O=C(Oc1ccc([N+](=O)[O-])cc1)C(F)(F)F, O=C(O)c1ccnnc1O, c1ccncc1. The product is O=C(Oc1ccc([N+](=O)[O-])cc1)c1ccnnc1O.